From a dataset of the Open Reaction Database (ORD), a public repository of structured organic reaction records. describe an organic reaction: reactants, conditions, products, and yield The reactants are C1(=C(C(=CC(=C1)C)C)C1=C(C(=CC=C1)[N+](=O)[O-])C)C (1-mesityl-2-methyl-3-nitrobenzene). Reagents/catalysts: [C].[Pd] (Palladium-carbon). Solvent: C(C)O (ethanol), [H][H] (hydrogen). Yields the product C1(=C(C(=CC(=C1)C)C)C=1C(=C(N)C=CC1)C)C (3-Mesityl-2-methylaniline). Yield: 84.6%. RXN SMILES: [C:1]1([CH3:19])[CH:6]=[C:5]([CH3:7])[CH:4]=[C:3]([CH3:8])[C:2]=1[C:9]1[CH:14]=[CH:13][CH:12]=[C:11]([N+:15]([O-])=O)[C:10]=1[CH3:18]>C(O)C.[H][H].[C].[Pd]>[C:1]1([CH3:19])[CH:6]=[C:5]([CH3:7])[CH:4]=[C:3]([CH3:8])[C:2]=1[C:9]1[C:10]([CH3:18])=[C:11]([CH:12]=[CH:13][CH:14]=1)[NH2:15] |f:3.4|. Procedure details: Palladium-carbon (10%, 1.1 g) was added to a solution of 1-mesityl-2-methyl-3-nitrobenzene (11.0 g, 43 mmol) in ethanol (220 mL) at room temperature, followed by stirring for one day in hydrogen atmosphere. The mixture was filtered through Celite and evaporated. The residue was purified by silica gel column chromatography (10% ethyl acetate/hexane), to give the title compound (8.2 g) as white crystals.